This data is from the Open Reaction Database (ORD), a public repository of structured organic reaction records. The task is: describe an organic reaction: reactants, conditions, products, and yield Reactants: ClC=1C=C(C=CC1)C1=C(C(=CC=C1OC)CC=1C=CC(=NC1)N)F (5-(3′-chloro-2-fluoro-6-methoxy-biphenyl-3-ylmethyl)-pyridin-2-ylamine), BrCC(C(=O)OCC)=O (ethyl bromopyruvate), C(=O)(O)[O-].[Na+] (NaHCO3). Solvent: COCCOC (DME). Yields the product C(C)OC(=O)C=1N=C2N(C=C(C=C2)CC=2C(=C(C(=CC2)OC)C2=CC(=CC=C2)Cl)F)C1 (6-(3′-chloro-2-fluoro-6-methoxy-biphenyl-3-ylmethyl)-imidazo[1,2-a]pyridine-2-carboxylic acid ethyl ester). Yield: 27.3%. RXN SMILES: [Cl:1][C:2]1[CH:3]=[C:4]([C:8]2[C:13]([O:14][CH3:15])=[CH:12][CH:11]=[C:10]([CH2:16][C:17]3[CH:18]=[CH:19][C:20]([NH2:23])=[N:21][CH:22]=3)[C:9]=2[F:24])[CH:5]=[CH:6][CH:7]=1.Br[CH2:26][C:27](=O)[C:28]([O:30][CH2:31][CH3:32])=[O:29].C([O-])(O)=O.[Na+]>COCCOC>[CH2:31]([O:30][C:28]([C:27]1[N:23]=[C:20]2[CH:19]=[CH:18][C:17]([CH2:16][C:10]3[C:9]([F:24])=[C:8]([C:4]4[CH:5]=[CH:6][CH:7]=[C:2]([Cl:1])[CH:3]=4)[C:13]([O:14][CH3:15])=[CH:12][CH:11]=3)=[CH:22][N:21]2[CH:26]=1)=[O:29])[CH3:32] |f:2.3|. Procedure details: Into a 20 mL vial with stir bar was added 5-(3′-chloro-2-fluoro-6-methoxy-biphenyl-3-ylmethyl)-pyridin-2-ylamine (P-252, 565 mg, 1.65 mmol), ethyl bromopyruvate (0.52 mL, 4.12 mmol), and 5 mL of DME. The reaction was stirred at room temperature for 18 hours, then basified with NaHCO3 (aq. sat). The product was extracted with ethyl acetate and concentrated. Purification by flash column chromatography (5% acetone/dichloromethane) provided a tan solid which was triturated with ether to obtain 6-(3′... The reactants are N1N=C(N=C1)C(=O)N (1,2,4-triazole-3-carboxamide), [OH-].[Na+] (sodium hydroxide). The solvent is O (water). The product is semihydrate, [Na+].N1N=C(N=C1)C(=O)[NH-] (1,2,4-triazole-3-carboxamide sodium salt). Reaction SMILES: [NH:1]1[CH:5]=[N:4][C:3]([C:6]([NH2:8])=[O:7])=[N:2]1.[OH-].[Na+:10]>O>[Na+:10].[NH:1]1[CH:5]=[N:4][C:3]([C:6]([NH-:8])=[O:7])=[N:2]1 |f:1.2,4.5|. Procedure: A solution consisting of 1,2,4-triazole-3-carboxamide (1.12 g, 10.0 mmol), sodium hydroxide (0.40 g, 10.0 mmol) and water (10.0 ml) was frozen and the sample was lyophilized. The product was obtained as the semihydrate of 1,2,4-triazole-3-carboxamide sodium salt with a melting point of >320°. The reactants are C1CCOC1, COC(=O)CCC(C(N)=O)N1Cc2c(O)cccc2C1=O, CC(C)OC(=O)N=NC(=O)OC(C)C, OCc1ccc(CCN2CCOCC2)cc1, c1ccc(P(c2ccccc2)c2ccccc2)cc1. Yields the product COC(=O)CCC(C(N)=O)N1Cc2c(OCc3ccc(CCN4CCOCC4)cc3)cccc2C1=O. RXN SMILES: [CH2:71]1[O:72][CH2:73][CH2:74][CH2:75]1.[CH3:1][O:2][C:3]([CH2:4][CH2:5][CH:6]([N:7]1[C:8](=[O:17])[c:9]2[cH:10][cH:11][cH:12][c:13]([OH:16])[c:14]2[CH2:15]1)[C:18]([NH2:19])=[O:20])=[O:21].[O:41]=[C:42]([O:43][CH:44]([CH3:45])[CH3:46])[N:47]=[N:48][C:49]([O:50][CH:51]([CH3:52])[CH3:53])=[O:54].[O:55]1[CH2:56][CH2:57][N:58]([CH2:61][CH2:62][c:63]2[cH:64][cH:65][c:66]([CH2:69][OH:70])[cH:67][cH:68]2)[CH2:59][CH2:60]1.[c:22]1([P:23]([c:24]2[cH:25][cH:26][cH:27][cH:28][cH:29]2)[c:30]2[cH:31][cH:32][cH:33][cH:34][cH:35]2)[cH:36][cH:37][cH:38][cH:39][cH:40]1>>[CH3:1][O:2][C:3]([CH2:4][CH2:5][CH:6]([N:7]1[C:8](=[O:17])[c:9]2[cH:10][cH:11][cH:12][c:13]([O:16][CH2:69][c:66]3[cH:65][cH:64][c:63]([CH2:62][CH2:61][N:58]4[CH2:57][CH2:56][O:55][CH2:60][CH2:59]4)[cH:68][cH:67]3)[c:14]2[CH2:15]1)[C:18]([NH2:19])=[O:20])=[O:21]. Reactants: [BH4-], CO, CC(C)CN1C(=O)c2ccc(Cl)cc2C1=O, [K+], O. The product is CC(C)CN1C(=O)c2ccc(Cl)cc2C1O. Reaction SMILES: [BH4-:20].[CH3:18][OH:19].[Cl:1][c:2]1[cH:3][c:4]2[c:5]([cH:15][cH:16]1)[C:6](=[O:7])[N:8]([CH2:11][CH:12]([CH3:13])[CH3:14])[C:9]2=[O:10].[K+:21].[OH2:17]>>[Cl:1][c:2]1[cH:3][c:4]2[c:5]([cH:15][cH:16]1)[C:6](=[O:7])[N:8]([CH2:11][CH:12]([CH3:13])[CH3:14])[CH:9]2[OH:10].